This data is from the Open Reaction Database (ORD), a public repository of structured organic reaction records. The task is: describe an organic reaction: reactants, conditions, products, and yield Reactants: aqueous solution, C(C)N (ethylamine), C(#N)C=1NC(C(=NC1C#N)Cl)(C1=CC(=CC=C1)F)Cl (2,3-Dicyano-5-chloro-6-chloro-6-(m-fluorophenyl)pyrazine). Solvent: C1(=CC=CC=C1)C (toluene). Reaction conditions: temperature -5 celsius, time 30 minute. Product: C(#N)C1=NC(=C(N=C1C#N)NCC)C1=CC(=CC=C1)F (2,3-dicyano-5-ethylamino-6-(m-fluorophenyl)pyrazine). Isolated yield 61.0%. Reaction SMILES: [C:1]([C:3]1[NH:4][C:5](Cl)([C:12]2[CH:17]=[CH:16][CH:15]=[C:14]([F:18])[CH:13]=2)[C:6](Cl)=[N:7][C:8]=1[C:9]#[N:10])#[N:2].[CH2:20]([NH2:22])[CH3:21]>C1(C)C=CC=CC=1>[C:1]([C:3]1[C:8]([C:9]#[N:10])=[N:7][C:6]([NH:22][CH2:20][CH3:21])=[C:5]([C:12]2[CH:17]=[CH:16][CH:15]=[C:14]([F:18])[CH:13]=2)[N:4]=1)#[N:2]. Procedure details: 2,3-Dicyano-5-chloro-6-chloro-6-(m-fluorophenyl)pyrazine (1.00 g; 0.0039 mole) was dissolved in 30 ml of toluene. The solution was cooled to -5° C., and 0.65 g of a 70% aqueous solution of ethylamine was added dropwise. The mixture was stirred at -5° to 0° C. for 30 minutes. The reaction mixture was worked up in the same way as in Example 13, and recrystallized from ethanol to afford 0.63 g (yield 61%) of 2,3-dicyano-5-ethylamino-6-(m-fluorophenyl)pyrazine.